This data is from the Open Reaction Database (ORD), a public repository of structured organic reaction records. The task is: describe an organic reaction: reactants, conditions, products, and yield Reactants: CC1(C=2N(C3=C(CO1)C=CC=C3)C=CC2)C(=O)N2CCC(CC2)N2C(NC3=C2C=CC=C3)=O (1,3-dihydro-1-{1-[(4-methyl-4H,6H-pyrrolo[1,2-a][4,1]benzoxazepin-4-yl)carbonyl]-4-piperidinyl}-2H-benzimidazol-2-one), [H-].[Al+3].[Li+].[H-].[H-].[H-] (lithium aluminum hydride). Run in O1CCCC1 (tetrahydrofuran), CCOCC (ether). Run at time 18 hour. Yields the product CC1(C=2N(C3=C(CO1)C=CC=C3)C=CC2)CN2CCC(CC2)N2C(NC3=C2C=CC=C3)=O (1,3-dihydro-1-{1-[(4-methyl-4H,6H-pyrrolo[1,2-a][4,1]-benzoxazepin-4-yl)-methyl]-4-piperidinyl}-2H-benzimidazol-2-one). RXN SMILES: [CH3:1][C:2]1([C:16]([N:18]2[CH2:23][CH2:22][CH:21]([N:24]3[C:28]4[CH:29]=[CH:30][CH:31]=[CH:32][C:27]=4[NH:26][C:25]3=[O:33])[CH2:20][CH2:19]2)=O)[O:8][CH2:7][C:6]2[CH:9]=[CH:10][CH:11]=[CH:12][C:5]=2[N:4]2[CH:13]=[CH:14][CH:15]=[C:3]12.[H-].[Al+3].[Li+].[H-].[H-].[H-]>O1CCCC1.CCOCC>[CH3:1][C:2]1([CH2:16][N:18]2[CH2:19][CH2:20][CH:21]([N:24]3[C:28]4[CH:29]=[CH:30][CH:31]=[CH:32][C:27]=4[NH:26][C:25]3=[O:33])[CH2:22][CH2:23]2)[O:8][CH2:7][C:6]2[CH:9]=[CH:10][CH:11]=[CH:12][C:5]=2[N:4]2[CH:13]=[CH:14][CH:15]=[C:3]12 |f:1.2.3.4.5.6|. Procedure details: To a suspension of 3.0 g of 1,3-dihydro-1-{1-[(4-methyl-4H,6H-pyrrolo[1,2-a][4,1]benzoxazepin-4-yl)carbonyl]-4-piperidinyl}-2H-benzimidazol-2-one in 120 ml of tetrahydrofuran is added 700 mg of lithium aluminum hydride. The reaction mixture is then heated at reflux temperature for 6 hours followed by stirring at room temperature for 18 hours. The reaction mixture is diluted with 150 ml of ether and the excess lithium aluminum hydride destroyed in the usual manner described below. The resulting g... The reagents and catalysts are [Pd] (Pd—C). The reactants are C(C1=CC=CC=C1)OC1CCC(OC1)C(C(=O)OC)(C)C (methyl 2-(5-(benzyloxy)tetrahydro-2H-pyran-2-yl)-2-methylpropanoate). Yield: 108.7%. Solvent: CO (MeOH). Procedure details: To a solution of 5-(benzyloxy)tetrahydro-2H-pyran-2-yl acetate (281 mg, 1.123 mmol) and ((1-methoxy-2-methylprop-1-en-1-yl)oxy)trimethylsilane (783 mg, 4.49 mmol) in DCM (5 mL) at −78° C. was added BF3.OEt2 (0.228 mL, 1.796 mmol). The reaction mixture was gradually allowed to warm to rt and stirred at rt for 18 h. The reaction mixture was quenched with sat. NaHCO3 (5 mL) and diluted with DCM (20 mL). The organic layer was separated, washed with water, brine, dried (MgSO4) and concentrated. The c... As a reaction SMILES: C([O:8][CH:9]1[CH2:14][O:13][CH:12]([C:15]([CH3:21])([CH3:20])[C:16]([O:18][CH3:19])=[O:17])[CH2:11][CH2:10]1)C1C=CC=CC=1>CO.[Pd]>[OH:8][CH:9]1[CH2:14][O:13][CH:12]([C:15]([CH3:21])([CH3:20])[C:16]([O:18][CH3:19])=[O:17])[CH2:11][CH2:10]1. The product is OC1CCC(OC1)C(C(=O)OC)(C)C (methyl 2-(5-hydroxytetrahydro-2H-pyran-2-yl)-2-methylpropanoate). Starting materials: CC(=O)O, CO, Cl, [Na+], [OH-], COC(=O)Cc1ccc(NC(=O)Nc2ccccn2)cc1. Yields the product O=C(O)Cc1ccc(NC(=O)Nc2ccccn2)cc1. As a reaction SMILES: [CH3:25][C:26](=[O:27])[OH:28].[CH3:29][OH:30].[ClH:24].[Na+:23].[OH-:22].[n:1]1[c:2]([NH:7][C:8]([NH:9][c:10]2[cH:11][cH:12][c:13]([CH2:16][C:17](=[O:18])[O:19][CH3:20])[cH:14][cH:15]2)=[O:21])[cH:3][cH:4][cH:5][cH:6]1>>[n:1]1[c:2]([NH:7][C:8]([NH:9][c:10]2[cH:11][cH:12][c:13]([CH2:16][C:17](=[O:18])[OH:19])[cH:14][cH:15]2)=[O:21])[cH:3][cH:4][cH:5][cH:6]1. Starting materials: ClC1=CC=C(OC2=CC=C(C=C2)O)C=C1 (p-(p-chlorophenoxy)-phenol), [OH-].[Na+] (sodium hydroxide), Cl.C(C)N(CC)CCCl (2-(N,N-diethylamino)-1-chloroethane hydrochloride). Solvent: O (water), O (water), C(C)O (ethanol). Product: Cl.C(C)N(CC)CCOC1=CC=C(C=C1)OC1=CC=C(C=C1)Cl (N,N-Diethyl-2-[4-(4-chlorophenoxy)-phenoxy]-ethylamine hydrochloride). Isolated yield 82.6%. As a reaction SMILES: Cl.[CH2:2]([N:4]([CH2:7][CH2:8][Cl:9])[CH2:5][CH3:6])[CH3:3].[Cl:10][C:11]1[CH:24]=[CH:23][C:14]([O:15][C:16]2[CH:21]=[CH:20][C:19]([OH:22])=[CH:18][CH:17]=2)=[CH:13][CH:12]=1.[OH-].[Na+]>O.C(O)C>[ClH:9].[CH2:5]([N:4]([CH2:7][CH2:8][O:22][C:19]1[CH:18]=[CH:17][C:16]([O:15][C:14]2[CH:23]=[CH:24][C:11]([Cl:10])=[CH:12][CH:13]=2)=[CH:21][CH:20]=1)[CH2:2][CH3:3])[CH3:6] |f:0.1,3.4,7.8|. Reported procedure: A solution of 13.2 g (0.075 mol) of 2-(N,N-diethylamino)-1-chloroethane hydrochloride in 30 ml of water is run over the course of 30 minutes into a solution, kept at about 60° C., of 15 g (0.068 mol) of p-(p-chlorophenoxy)-phenol and 6.3 g (0.157 mol) of sodium hydroxide pellets in 20 ml of water and 20 ml of ethanol. The mixture is heated to the reflux temperature for 1 hour and the ethanol is evaporated under reduced pressure. The aqueous phase is extracted with diethyl ether and the organic p... The reactants are COC(=O)C=1N(N=C(C1)OCC=1C(=NOC1C)C1=NC=CC=C1)C (2-methyl-5-(5-methyl-3-pyridin-2-yl-isoxazol-4-ylmethoxy)-2H-pyrazole-3-carboxylic acid methyl ester), NC1CCOCC1 (4-aminotetrahydropyran). The product is O1CCC(CC1)NC(=O)C=1N(N=C(C1)OCC=1C(=NOC1C)C1=NC=CC=C1)C (2-Methyl-5-(5-methyl-3-pyridin-2-yl-isoxazol-4-ylmethoxy)-2H-pyrazole-3-carboxylic acid (tetrahydro-pyran-4-yl)-amide). The yield is 51.0%. RXN SMILES: CO[C:3]([C:5]1[N:6]([CH3:24])[N:7]=[C:8]([O:10][CH2:11][C:12]2[C:13]([C:18]3[CH:23]=[CH:22][CH:21]=[CH:20][N:19]=3)=[N:14][O:15][C:16]=2[CH3:17])[CH:9]=1)=[O:4].[NH2:25][CH:26]1[CH2:31][CH2:30][O:29][CH2:28][CH2:27]1>>[O:29]1[CH2:30][CH2:31][CH:26]([NH:25][C:3]([C:5]2[N:6]([CH3:24])[N:7]=[C:8]([O:10][CH2:11][C:12]3[C:13]([C:18]4[CH:23]=[CH:22][CH:21]=[CH:20][N:19]=4)=[N:14][O:15][C:16]=3[CH3:17])[CH:9]=2)=[O:4])[CH2:27][CH2:28]1. Procedure: As described for example 78b, 2-methyl-5-(5-methyl-3-pyridin-2-yl-isoxazol-4-ylmethoxy)-2H-pyrazole-3-carboxylic acid methyl ester (70 mg, 0.21 mmol) was converted using 4-aminotetrahydropyran instead of isopropylamine, to the title compound (43 mg, 51%) which was obtained as a white solid. MS: m/e=398.2 [M+H]+. Starting materials: C(C)(=O)OC(C)=O (acetic anhydride), [H][H] (hydrogen), [C]=O (carbon monoxide), C(C)(=O)OC=C (vinyl acetate), C(C)(=O)OC=C (vinyl acetate). Run in C(C)(=O)O (acetic acid), C(C)(=O)O (acetic acid), C(C)O (ethanol), CO (methanol). Product: C(C)(=O)OC(C)OC(C)=O (ED). Reaction SMILES: [C:1]([O:4][C:5](=[O:7])[CH3:6])(=[O:3])[CH3:2].[C:8](OC=C)(=[O:10])[CH3:9].[C]=O.[H][H]>CO.C(O)C.C(O)(=O)C>[C:1]([O:4][CH:5]([O:7][C:8](=[O:10])[CH3:9])[CH3:6])(=[O:3])[CH3:2] |^3:13|. Procedure: Therefore, in step (a) of the process of this invention, methanol is hydrocarbonylated to C2 compounds such as ethanol, acetaldehyde, methyl acetate and dimethylacetal, and the reaction mixture containing these compounds is then freed of ethanol, acetaldehyde, methyl acetate and dimethylacetal; concurrently, in step (b), methyl acetate is carbonylated to acetic anhydride which is then freed from the reaction mixture; the mixture of acetaldehyde and dimethylacetal separated in step (a) is reacted... Starting materials: C1(C=2C(C(N1CC(CCC(=O)C1=CC=CC=C1)=O)=O)=CC=CC2)=O (5-phthalimido-1-phenyl-1,4-pentanedione), Cl.COC(CN)=O (glycine methyl ester hydrochloride), C(C)(=O)[O-].[Na+] (sodium acetate). Run in C(CC)(=O)O (propionic acid). Yields the product COC(=O)CN1C(=CC=C1C1=CC=CC=C1)CN1C(C=2C(C1=O)=CC=CC2)=O (1-(Methoxycarbonyl-methyl)-2-(phthalimido-methyl)-5-phenylpyrrole). As a reaction SMILES: [C:1]1(=[O:24])[N:5]([CH2:6][C:7](=O)[CH2:8][CH2:9][C:10]([C:12]2[CH:17]=[CH:16][CH:15]=[CH:14][CH:13]=2)=O)[C:4](=[O:19])[C:3]2=[CH:20][CH:21]=[CH:22][CH:23]=[C:2]12.Cl.[CH3:26][O:27][C:28](=[O:31])[CH2:29][NH2:30].C([O-])(=O)C.[Na+]>C(O)(=O)CC>[CH3:26][O:27][C:28]([CH2:29][N:30]1[C:10]([C:12]2[CH:17]=[CH:16][CH:15]=[CH:14][CH:13]=2)=[CH:9][CH:8]=[C:7]1[CH2:6][N:5]1[C:4](=[O:19])[C:3]2=[CH:20][CH:21]=[CH:22][CH:23]=[C:2]2[C:1]1=[O:24])=[O:31] |f:1.2,3.4|. Reported procedure: 9.6 g (0.03 mol) of 5-phthalimido-1-phenyl-1,4-pentanedione, 5.0 g (0.04 mol) of glycine methyl ester hydrochloride and 3.2 g (0.04 mol) of anhydrous sodium acetate are stirred in 80 ml of propionic acid at 60° C. for 20 hours. Purification is by column chromatography. Solid phase: "Silica-Woelm", particle size 0.1 to 0.2 mm; manufacturer: Messrs. Woelm, Eschwege, Germany; mobile phase: methylene chloride. The reactants are BrC1=CC(=C(C=C1)N1C[C@@]2(CCN(C2=O)[C@@H]2CC[C@@H](CC2)O[Si](C)(C)C(C)(C)C)CCC1)Cl ((5S)-7-(4-bromo-2-chlorophenyl)-2-(cis-4-{[tert-butyl(dimethyl)silyl]oxy}cyclohexyl)-2,7-diazaspiro[4.5]decan-1-one), ClCCl (dichloromethane), C([O-])([O-])=O.[K+].[K+] (potassium carbonate), C(C)NC(=O)C1=NC=C(C=C1)B1OC(C(O1)(C)C)(C)C (N-ethyl-5-(4,4,5,5-tetramethyl-1,3,2-dioxaborolan-2-yl)pyridine-2-carboxamide). Reagents/catalysts: C=1C=CC(=CC1)[P](C=2C=CC=CC2)(C=3C=CC=CC3)[Pd]([P](C=4C=CC=CC4)(C=5C=CC=CC5)C=6C=CC=CC6)([P](C=7C=CC=CC7)(C=8C=CC=CC8)C=9C=CC=CC9)[P](C=1C=CC=CC1)(C=1C=CC=CC1)C=1C=CC=CC1 (tetrakis(triphenylphosphine)palladium). Solvent: CN(C=O)C (N,N-dimethylformamide). Conditions: temperature 150 celsius, time 8 hour. The product is ClC=1C=C(C=CC1N1C[C@@]2(CCN(C2=O)[C@@H]2CC[C@@H](CC2)O)CCC1)C=1C=CC(=NC1)C(=O)NCC (5-{-3-chloro-4-[(5S)-2-(cis-4-hydroxycyclohexyl)-1-oxo-2,7-diazaspiro[4.5]dec-7-yl]pheny}-N-ethylpyridine-2-carboxamide). RXN SMILES: Br[C:2]1[CH:7]=[CH:6][C:5]([N:8]2[CH2:32][CH2:31][CH2:30][C@@:10]3([C:14](=[O:15])[N:13]([C@H:16]4[CH2:21][CH2:20][C@@H:19]([O:22][Si](C(C)(C)C)(C)C)[CH2:18][CH2:17]4)[CH2:12][CH2:11]3)[CH2:9]2)=[C:4]([Cl:33])[CH:3]=1.ClCCl.C(=O)([O-])[O-].[K+].[K+].[CH2:43]([NH:45][C:46]([C:48]1[CH:53]=[CH:52][C:51](B2OC(C)(C)C(C)(C)O2)=[CH:50][N:49]=1)=[O:47])[CH3:44]>CN(C)C=O.C1C=CC([P]([Pd]([P](C2C=CC=CC=2)(C2C=CC=CC=2)C2C=CC=CC=2)([P](C2C=CC=CC=2)(C2C=CC=CC=2)C2C=CC=CC=2)[P](C2C=CC=CC=2)(C2C=CC=CC=2)C2C=CC=CC=2)(C2C=CC=CC=2)C2C=CC=CC=2)=CC=1>[Cl:33][C:4]1[CH:3]=[C:2]([C:51]2[CH:52]=[CH:53][C:48]([C:46]([NH:45][CH2:43][CH3:44])=[O:47])=[N:49][CH:50]=2)[CH:7]=[CH:6][C:5]=1[N:8]1[CH2:32][CH2:31][CH2:30][C@@:10]2([C:14](=[O:15])[N:13]([C@H:16]3[CH2:21][CH2:20][C@@H:19]([OH:22])[CH2:18][CH2:17]3)[CH2:12][CH2:11]2)[CH2:9]1 |f:2.3.4,^1:71,73,92,111|. Procedure: To a stirred mixture of (5S)-7-(4-bromo-2-chlorophenyl)-2-(cis-4-{[tert-butyl(dimethyl)silyl]oxy}cyclohexyl)-2,7-diazaspiro[4.5]decan-1-one (20 mg, 0.00004 mol), [1,1′-bis(diphenylphosphino)ferrocene]dichloropalladium(II) complex with dichloromethane (1:1) (2.0 mg), tetrakis(triphenylphosphine)palladium (1.0 mg) and potassium carbonate (14.9 mg, 0.000108 mol) in anhydrous N,N-dimethylformamide (1 mL) was added N-ethyl-5-(4,4,5,5-tetramethyl-1,3,2-dioxaborolan-2-yl)pyridine-2-carboxamide (14.5 mg...